Dataset: the Open Reaction Database (ORD), a public repository of structured organic reaction records. Task: describe an organic reaction: reactants, conditions, products, and yield Reactants: CCN(C(C)C)C(C)C, ClCCl, O=C1OCCN1P(=O)(Cl)N1CCOC1=O, O=C(O)c1ccccc1, Cc1ccccc1C1CCN(CC2CNCC2c2ccccc2)CC1. The product is Cc1ccccc1C1CCN(CC2CN(C(=O)c3ccccc3)CC2c2ccccc2)CC1. As a reaction SMILES: [CH:26]([N:27]([CH2:28][CH3:29])[CH:30]([CH3:31])[CH3:32])([CH3:33])[CH3:34].[Cl:59][CH2:60][Cl:61].[O:35]=[C:36]1[N:37]([P:38]([Cl:39])([N:40]2[CH2:41][CH2:42][O:43][C:44]2=[O:45])=[O:46])[CH2:47][CH2:48][O:49]1.[OH:50][C:51](=[O:52])[c:53]1[cH:54][cH:55][cH:56][cH:57][cH:58]1.[c:1]1([CH3:25])[c:2]([CH:7]2[CH2:8][CH2:9][N:10]([CH2:13][CH:14]3[CH2:15][NH:16][CH2:17][CH:18]3[c:19]3[cH:20][cH:21][cH:22][cH:23][cH:24]3)[CH2:11][CH2:12]2)[cH:3][cH:4][cH:5][cH:6]1>>[c:1]1([CH3:25])[c:2]([CH:7]2[CH2:8][CH2:9][N:10]([CH2:13][CH:14]3[CH2:15][N:16]([C:51](=[O:50])[c:53]4[cH:54][cH:55][cH:56][cH:57][cH:58]4)[CH2:17][CH:18]3[c:19]3[cH:20][cH:21][cH:22][cH:23][cH:24]3)[CH2:11][CH2:12]2)[cH:3][cH:4][cH:5][cH:6]1. The reactants are N[C@]12[C@@H]([C@H]3CC[C@@H]4[C@]5(CC=C(C([C@@H]5CC[C@]4([C@@]3(CC1)C)C)(C)C)C1=CC=C(C(=O)OC)C=C1)C)[C@@H](CC2)C(=C)C (methyl 4-((1R,3aS,5aR,5bR,7aR,11aS,11bR,13aR,13bR)-3a-amino-5a,5b,8,8,11a-pentamethyl-1-(prop-1-en-2-yl)-2,3,3a,4,5,5a,5b,6,7,7a,8,11,11a,11b,12,13,13a,13b-octadecahydro-1H-cyclopenta[a]chrysen-9-yl)benzoate), CN(CCC(=O)N[C@]12[C@@H]([C@H]3CC[C@@H]4[C@]5(CC=C(C([C@@H]5CC[C@]4([C@@]3(CC1)C)C)(C)C)C1=CC=C(C(=O)O)C=C1)C)[C@@H](CC2)C(=C)C)C (4-((1R,3aS,5aR,5bR,7aR,11aS,11bR,13aR,13bR)-3a-(3-(dimethylamino)propanamido)-5a,5b,8,8,11a-pentamethyl-1-(prop-1-en-2-yl)-2,3,3a,4,5,5a,5b,6,7,7a,8,11,11a,11b,12,13,13a,13b-octadecahydro-1H-cyclopenta[a]chrysen-9-yl)benzoic acid), CN1C(=NC=C1)CCC(=O)O (3-(1-methyl-1H-imidazol-2-yl)propanoic acid). Yields the product C[C@]12CC[C@@]3([C@@H]([C@H]2CC[C@@H]2[C@]4(CC=C(C([C@@H]4CC[C@@]12C)(C)C)C1=CC=C(C(=O)O)C=C1)C)[C@@H](CC3)C(=C)C)NC(CCC=3N(C=CN3)C)=O (4-((1R,3aS,5aR,5bR,7aR,11aS,11bR,13aR,13bR)-5a,5b,8,8,11a-pentamethyl-3a-(3-(1-methyl-1H-imidazol-2-yl)propanamido)-1-(prop-1-en-2-yl)-2,3,3a,4,5,5a,5b,6,7,7a,8,11,11a,11b,12,13,13a,13b-octadecahydro-1H-cyclopenta[a]chrysen-9-yl)benzoic acid). Yield: 29.0%. RXN SMILES: N[C@]12CC[C@@H](C(C)=C)[C@@H]1[C@@H]1[C@@](C)(CC2)[C@@]2(C)[C@@H]([C@]3(C)[C@@H](CC2)C(C)(C)C(C2C=CC(C(OC)=O)=CC=2)=CC3)CC1.CN(C)CC[C:45]([NH:47][C@:48]12[CH2:82][CH2:81][C@@H:80]([C:83]([CH3:85])=[CH2:84])[C@@H:49]1[C@@H:50]1[C@@:63]([CH3:66])([CH2:64][CH2:65]2)[C@@:62]2([CH3:67])[C@@H:53]([C@:54]3([CH3:79])[C@@H:59]([CH2:60][CH2:61]2)[C:58]([CH3:69])([CH3:68])[C:57]([C:70]2[CH:78]=[CH:77][C:73]([C:74]([OH:76])=[O:75])=[CH:72][CH:71]=2)=[CH:56][CH2:55]3)[CH2:52][CH2:51]1)=[O:46].[CH3:87][N:88]1[CH:92]=[CH:91][N:90]=[C:89]1[CH2:93][CH2:94]C(O)=O>>[CH3:66][C@:63]12[C@@:62]3([CH3:67])[C@@H:53]([C@:54]4([CH3:79])[C@@H:59]([CH2:60][CH2:61]3)[C:58]([CH3:69])([CH3:68])[C:57]([C:70]3[CH:71]=[CH:72][C:73]([C:74]([OH:76])=[O:75])=[CH:77][CH:78]=3)=[CH:56][CH2:55]4)[CH2:52][CH2:51][C@@H:50]1[C@H:49]1[C@H:80]([C:83]([CH3:85])=[CH2:84])[CH2:81][CH2:82][C@:48]1([NH:47][C:45](=[O:46])[CH2:94][CH2:93][C:89]1[N:88]([CH3:87])[CH:92]=[CH:91][N:90]=1)[CH2:65][CH2:64]2. Procedure: The title compound was prepared in 29% yield from methyl 4-((1R,3aS,5aR,5bR,7aR,11aS,11bR,13aR,13bR)-3a-amino-5a,5b,8,8,11a-pentamethyl-1-(prop-1-en-2-yl)-2,3,3a,4,5,5a,5b,6,7,7a,8,11,11a,11b,12,13,13a,13b-octadecahydro-1H-cyclopenta[a]chrysen-9-yl)benzoate following the same procedure as described for the preparation of 4-((1R,3aS,5aR,5bR,7aR,11aS,11bR,13aR,13bR)-3a-(3-(dimethylamino)propanamido)-5a,5b,8,8,11a-pentamethyl-1-(prop-1-en-2-yl)-2,3,3a,4,5,5a,5b,6,7,7a,8,11,11a,11b,12,13,13a,13b-oct... Starting materials: CC1=CC=C(C=C1)C1=C(C=CC=C1)C(CBr)=O (4'-methyl-2-(bromoacetyl)-1,1'-biphenyl), C(C)(=O)[O-].[K+] (potassium acetate). Run in polyehtyleneglycol-400, polyethyleneglycol-400, O (water). Reaction conditions: temperature 100 celsius. Product: CC1=CC=C(C=C1)C1=C(C=CC=C1)C(COC(C)=O)=O (4'-Methyl-2-(acetoxyacetyl)-1,1'-biphenyl). The yield is 33.3%. As a reaction SMILES: [CH3:1][C:2]1[CH:7]=[CH:6][C:5]([C:8]2[CH:13]=[CH:12][CH:11]=[CH:10][C:9]=2[C:14](=[O:17])[CH2:15]Br)=[CH:4][CH:3]=1.[C:18]([O-:21])(=[O:20])[CH3:19].[K+]>O>[CH3:1][C:2]1[CH:7]=[CH:6][C:5]([C:8]2[CH:13]=[CH:12][CH:11]=[CH:10][C:9]=2[C:14](=[O:17])[CH2:15][O:21][C:18](=[O:20])[CH3:19])=[CH:4][CH:3]=1 |f:1.2|. Procedure: A solution of 1.44 g (4.98 mmol) of 4'-methyl-2-(bromoacetyl)-1,1'-biphenyl in 3.0 mL of polyehtyleneglycol-400 was added to a solution of 500 mg of potassium acetate in 3.0 mL of polyethyleneglycol-400. The suspension was heated at 100° C. for 30 minutes, then cooled and diluted with 100 mL of water. The resultant mixture was extracted with ether; the combined ether extracts were diluted with an equal volume of hexane and washed with water. The organic layer was separated, dried over magnesium ... The reactants are NC1=C(C=C(C=C1)C(F)(F)F)[N+](=O)[O-] (4-amino-3-nitrobenzotrifluoride). The reagents and catalysts are [Pd] (Pd/C). Yields the product FC(C1=CC(=C(C=C1)N)N)(F)F (4- trifluoromethyl-1,2-phenylene diamine). Reaction SMILES: [NH2:1][C:2]1[CH:7]=[CH:6][C:5]([C:8]([F:11])([F:10])[F:9])=[CH:4][C:3]=1[N+:12]([O-])=O>[Pd]>[F:9][C:8]([F:10])([F:11])[C:5]1[CH:6]=[CH:7][C:2]([NH2:1])=[C:3]([NH2:12])[CH:4]=1. Procedure: A solution of 6.18 g (30 m mol) of 4-amino-3-nitrobenzotrifluoride in 150 ml of ehtanol was hydrogenated at atmospheric pressure over 1.5 g of 5% Pd/C with Ishii's Catalytic Hydrogenation Apparatus with Magnetic Stirrer Model CHA-M. The catalyst was filtered off. The filterate was evaporated and the residue was crystallized from petroleum ether to give 4.5 g (85.17%) as white crystals. Reactants: CO, [Li+], C1CCOC1, [OH-], O, O, CCOC(=O)C(C)=CC(C(C)C)N(C)C(=O)C(NC(=O)C(O)C(C)(C)c1ccccc1)C(C)(C)C, CCOC(=O)C(C)=CC(C(C)C)N(C)C(=O)C(NC(=O)C(O)C(C)(C)c1ccccc1)C(C)(C)C. The product is CC(=CC(C(C)C)N(C)C(=O)C(NC(=O)C(O)C(C)(C)c1ccccc1)C(C)(C)C)C(=O)O. As a reaction SMILES: [CH3:75][OH:76].[Li+:74].[O:77]1[CH2:78][CH2:79][CH2:80][CH2:81]1.[OH-:73].[OH2:71].[OH2:72].[OH:1][CH:2]([C:3](=[O:4])[NH:5][CH:6]([C:7](=[O:8])[N:9]([CH:10]([CH:11]=[C:12]([C:13](=[O:14])[O:15][CH2:16][CH3:17])[CH3:18])[CH:19]([CH3:20])[CH3:21])[CH3:22])[C:23]([CH3:24])([CH3:25])[CH3:26])[C:27]([CH3:28])([c:29]1[cH:30][cH:31][cH:32][cH:33][cH:34]1)[CH3:35].[OH:36][CH:37]([C:38]([CH3:39])([c:40]1[cH:41][cH:42][cH:43][cH:44][cH:45]1)[CH3:46])[C:47]([NH:48][CH:49]([C:50]([CH3:51])([CH3:52])[CH3:53])[C:54]([N:55]([CH3:56])[CH:57]([CH:58]([CH3:59])[CH3:60])[CH:61]=[C:62]([CH3:63])[C:64]([O:65][CH2:66][CH3:67])=[O:68])=[O:69])=[O:70]>>[OH:1][CH:2]([C:3](=[O:4])[NH:5][CH:6]([C:7](=[O:8])[N:9]([CH:10]([CH:11]=[C:12]([C:13](=[O:14])[OH:15])[CH3:18])[CH:19]([CH3:20])[CH3:21])[CH3:22])[C:23]([CH3:24])([CH3:25])[CH3:26])[C:27]([CH3:28])([c:29]1[cH:30][cH:31][cH:32][cH:33][cH:34]1)[CH3:35]. Reactants: CCO, O=C(NC1CCCN2c3cc(Cl)c([N+](=O)[O-])cc3Oc3ccccc3C12)C(F)(F)F, Cl. The product is Nc1cc2c(cc1Cl)N1CCCC(NC(=O)C(F)(F)F)C1c1ccccc1O2. As a reaction SMILES: [CH3:32][CH2:33][OH:34].[Cl:2][c:3]1[cH:4][c:5]2[c:6]([cH:27][c:28]1[N+:29]([O-:30])=[O:31])[O:7][c:8]1[c:9]([cH:23][cH:24][cH:25][cH:26]1)[CH:10]1[N:11]2[CH2:12][CH2:13][CH2:14][CH:15]1[NH:16][C:17]([C:18]([F:19])([F:20])[F:21])=[O:22].[ClH:1]>>[Cl:2][c:3]1[cH:4][c:5]2[c:6]([cH:27][c:28]1[NH2:29])[O:7][c:8]1[c:9]([cH:23][cH:24][cH:25][cH:26]1)[CH:10]1[N:11]2[CH2:12][CH2:13][CH2:14][CH:15]1[NH:16][C:17]([C:18]([F:19])([F:20])[F:21])=[O:22].